Dataset: the Open Reaction Database (ORD), a public repository of structured organic reaction records. Task: describe an organic reaction: reactants, conditions, products, and yield Starting materials: CC1C(C1)CC=1NC(N(N1)C1=C(C=CC=C1)C(F)(F)F)=O (2,4-Dihydro-5-[(2-methylcylopropyl)methyl]-2-[2-(trifluoromethyl)phenyl]-3H-1,2,4-triazol-3-one), C(C)(C)(C)NS(=O)(=O)C1=C(C=CC=C1)C1=CC=C(C=C1)CBr ([2'-(N-t-butylsulfamoyl)biphenyl-4-yl]methyl bromide). Yields the product C(C)(C)(C)NS(=O)(=O)C1=C(C=CC=C1)C1=CC=C(C=C1)CN1C(N(N=C1CC1C(C1)C)C1=C(C=CC=C1)C(F)(F)F)=O (4-[[2'-(N-t-Butylsulfamoyl)biphenyl-4-yl]methyl]-2,4-dihydro-5-[(2-methylcyclopropyl)methyl]-2-[2-(trifluoromethyl)phenyl]-3H-1,2,4-triazol-3-one), desired material. Isolated yield 64.0%. RXN SMILES: [CH3:1][CH:2]1[CH2:4][CH:3]1[CH2:5][C:6]1[NH:7][C:8](=[O:21])[N:9]([C:11]2[CH:16]=[CH:15][CH:14]=[CH:13][C:12]=2[C:17]([F:20])([F:19])[F:18])[N:10]=1.[C:22]([NH:26][S:27]([C:30]1[CH:35]=[CH:34][CH:33]=[CH:32][C:31]=1[C:36]1[CH:41]=[CH:40][C:39]([CH2:42]Br)=[CH:38][CH:37]=1)(=[O:29])=[O:28])([CH3:25])([CH3:24])[CH3:23]>>[C:22]([NH:26][S:27]([C:30]1[CH:35]=[CH:34][CH:33]=[CH:32][C:31]=1[C:36]1[CH:41]=[CH:40][C:39]([CH2:42][N:7]2[C:6]([CH2:5][CH:3]3[CH2:4][CH:2]3[CH3:1])=[N:10][N:9]([C:11]3[CH:16]=[CH:15][CH:14]=[CH:13][C:12]=3[C:17]([F:20])([F:19])[F:18])[C:8]2=[O:21])=[CH:38][CH:37]=1)(=[O:29])=[O:28])([CH3:25])([CH3:24])[CH3:23]. Reported procedure: The title compound was prepared from 2,4-dihydro-5-[(2-methylcylopropyl)methyl]-2-[2-(trifluoromethyl)phenyl]-3H-1,2,4-triazol-3-one (from Step E) and [2'-(N-t-butylsulfamoyl)biphenyl-4-yl]methyl bromide (from Example 12, Step D) according to the procedure of Example 13, Step A. The crude material was purified by flash chromatography over silica gel (gradient elution using 0.3-1.0% MeOH/CH2Cl2) to give a 64% yield of the desired material as a cream-colored solid, homogeneous by TLC in 2% MeOH/CH... Starting materials: C1(=CC=C(C=C1)S(=O)(=O)C[N+]#[C-])C (p-Toluenesulfonylmethylisocyanide), C([O-])([O-])=O.[K+].[K+] (potassium carbonate), CO (methanol), CC1=C(OCC(C=O)(OC)C2C(C=CC=C2)=N)C=C(C=C1)C (2-(2,5-dimethylphenoxymethyl)-α-methoxy-iminophenylacetaldehyde). The solvent is CCOCC (ether). The product is CON=C(C1=C(C=CC=C1)COC1=C(C=CC(=C1)C)C)C1=CN=CO1 (2-(2,5-dimethylphenoxy-methyl)phenyl oxazol-5-yl ketone O-methyloxime). Isolated yield 44.6%. RXN SMILES: C1(C)C=CC(S([CH2:10][N+:11]#[C-:12])(=O)=O)=CC=1.[C:14](=[O:17])([O-])[O-].[K+].[K+].[CH3:20][OH:21].[CH3:22][C:23]1[CH:42]=[CH:41][C:40]([CH3:43])=[CH:39][C:24]=1[O:25][CH2:26][C:27]([CH:32]1[CH:37]=[CH:36][CH:35]=[CH:34][C:33]1=[NH:38])(OC)C=O>CCOCC>[CH3:20][O:21][N:38]=[C:33]([C:14]1[O:17][CH:12]=[N:11][CH:10]=1)[C:34]1[CH:35]=[CH:36][CH:37]=[CH:32][C:27]=1[CH2:26][O:25][C:24]1[CH:39]=[C:40]([CH3:43])[CH:41]=[CH:42][C:23]=1[CH3:22] |f:1.2.3|. Reported procedure: p-Toluenesulfonylmethylisocyanide (0.23 g, 1.2 mmol), potassium carbonate (0.18 g, 1.3 mmol) and methanol (2 ml) were added to 2-(2,5-dimethylphenoxymethyl)-α-methoxy-iminophenylacetaldehyde (0.30 g, 1 mmol), and the mixture stirred under reflux for 2 hours. After completion of the reaction, ether (100 ml) was added, and the mixture was washed with brine (80 ml) twice. The ether layer was dried over anhydrous magnesium sulfate and concentrated under reduced pressure. The residue was purified by ... Yields the product COc1ccc(C(c2ccc(OCCN3CCCC3)cc2)C2CCCc3ccccc32)cc1, Cl. Reaction SMILES: [CH3:1][O:2][c:3]1[cH:4][cH:5][c:6]([CH:9]([CH:10]2[CH2:11][CH2:12][CH2:13][c:14]3[cH:15][cH:16][cH:17][cH:18][c:19]32)[c:20]2[cH:21][cH:22][c:23]([OH:26])[cH:24][cH:25]2)[cH:7][cH:8]1.[CH3:42][C:43](=[O:44])[CH3:45].[Cl:34][CH2:35][CH2:36][N:37]1[CH2:38][CH2:39][CH2:40][CH2:41]1.[ClH:33].[K+:27].[K+:28].[O-:29][C:30]([O-:31])=[O:32]>>[CH3:1][O:2][c:3]1[cH:4][cH:5][c:6]([CH:9]([CH:10]2[CH2:11][CH2:12][CH2:13][c:14]3[cH:15][cH:16][cH:17][cH:18][c:19]32)[c:20]2[cH:21][cH:22][c:23]([O:26][CH2:35][CH2:36][N:37]3[CH2:38][CH2:39][CH2:40][CH2:41]3)[cH:24][cH:25]2)[cH:7][cH:8]1.[ClH:34]. Reactants: COc1ccc(C(c2ccc(O)cc2)C2CCCc3ccccc32)cc1, CC(C)=O, ClCCN1CCCC1, Cl, [K+], [K+], O=C([O-])[O-]. Reactants: C(C)(C)C1=C(C(=CC=C1)C1=CC=CC=C1)OC (2-isopropyl-6-phenylanisole), O (water). Solvent: C(C)OCC (diethyl ether). Reaction conditions: time 12 hour. Product: C(C)(C)C1=C(C(=CC=C1)C1=CC=CC=C1)O (2-isopropyl-6-phenylphenol). Yield: 94.0%. RXN SMILES: [CH:1]([C:4]1[CH:9]=[CH:8][CH:7]=[C:6]([C:10]2[CH:15]=[CH:14][CH:13]=[CH:12][CH:11]=2)[C:5]=1[O:16]C)([CH3:3])[CH3:2].O>C(OCC)C>[CH:1]([C:4]1[CH:9]=[CH:8][CH:7]=[C:6]([C:10]2[CH:15]=[CH:14][CH:13]=[CH:12][CH:11]=2)[C:5]=1[OH:16])([CH3:3])[CH3:2]. Procedure details: In a flask charged with 2-bromo-6-isopropylanisole (1.98 g, 8.64 mmol), phenylboronic acid (2.10 g, 17.28 mmol), palladium acetate (96 mg, 0.43 mmol), triphenylphosphine (0.225 g, 0.86 mmol) and potassium phosphate (11 g, 51.84 mmol), mixture of water (8 mL) and dimethoxyethane (32 mL) was added, and the resultant mixture was heated under reflux for 12 hours. After cooling to ambient temperature, aqueous ammonium chloride (15 mL) and diethyl ether (30 mL) were charged thereto. The organic layer ... The reactants are COC(C1=C(C=C(C(=C1)N1C=NC(=C1)C#N)C(F)(F)F)[N+](=O)[O-])=O (5-(4-cyano-imidazol-1-yl)-2-nitro-4-trifluoromethyl-benzoic acid methyl ester). Reagents/catalysts: [Pd] (palladium on charcoal). Run in CO (methanol). Product: COC(C1=C(C=C(C(=C1)N1C=NC(=C1)C#N)C(F)(F)F)N)=O (2-amino-5-(4-cyano-imidazol-1-yl)-4-trifluoromethyl-benzoic acid methyl ester). Isolated yield 11.0%. Reaction SMILES: [CH3:1][O:2][C:3](=[O:24])[C:4]1[CH:9]=[C:8]([N:10]2[CH:14]=[C:13]([C:15]#[N:16])[N:12]=[CH:11]2)[C:7]([C:17]([F:20])([F:19])[F:18])=[CH:6][C:5]=1[N+:21]([O-])=O>CO.[Pd]>[CH3:1][O:2][C:3](=[O:24])[C:4]1[CH:9]=[C:8]([N:10]2[CH:14]=[C:13]([C:15]#[N:16])[N:12]=[CH:11]2)[C:7]([C:17]([F:18])([F:19])[F:20])=[CH:6][C:5]=1[NH2:21]. Procedure details: A solution of 350 mg (1.03 mmoles) of 5-(4-cyano-imidazol-1-yl)-2-nitro-4-trifluoromethyl-benzoic acid methyl ester in 100 ml methanol is treated with 22 mg of 10% palladium on charcoal and hydrogenated at room temperature under a pressure of 1 bar for 16 hours. After filtration of the catalyst and evaporation of the solvent the residue is chromatographed on silica gel using dichloromethane and rising quantities of up to 15% of methanol to give 35 mg (0.113 mmol, 11%) of amorphous 2-amino-5-(4-c... Reactants: FC(F)(F)c1ncc(Br)cn1, CC(C)(C)[O-], C1CC(N2CCC(CC3CCNCC3)CC2)C1, CN(C)c1ccccc1-c1ccccc1P(C1CCCCC1)C1CCCCC1, [Na+], C1COCCO1. The product is FC(F)(F)c1ncc(N2CCC(CC3CCN(C4CCC4)CC3)CC2)cn1. As a reaction SMILES: [Br:18][c:19]1[cH:20][n:21][c:22]([C:25]([F:26])([F:27])[F:28])[n:23][cH:24]1.[CH3:57][C:58]([CH3:59])([O-:60])[CH3:61].[CH:1]1([N:5]2[CH2:6][CH2:7][CH:8]([CH2:11][CH:12]3[CH2:13][CH2:14][NH:15][CH2:16][CH2:17]3)[CH2:9][CH2:10]2)[CH2:2][CH2:3][CH2:4]1.[CH:29]1([P:30]([CH:31]2[CH2:32][CH2:33][CH2:34][CH2:35][CH2:36]2)[c:37]2[cH:38][cH:39][cH:40][cH:41][c:42]2-[c:43]2[cH:44][cH:45][cH:46][cH:47][c:48]2[N:49]([CH3:50])[CH3:51])[CH2:52][CH2:53][CH2:54][CH2:55][CH2:56]1.[Na+:62].[O:63]1[CH2:64][CH2:65][O:66][CH2:67][CH2:68]1>>[CH:1]1([N:5]2[CH2:6][CH2:7][CH:8]([CH2:11][CH:12]3[CH2:13][CH2:14][N:15]([c:19]4[cH:20][n:21][c:22]([C:25]([F:26])([F:27])[F:28])[n:23][cH:24]4)[CH2:16][CH2:17]3)[CH2:9][CH2:10]2)[CH2:2][CH2:3][CH2:4]1.